From a dataset of the Open Reaction Database (ORD), a public repository of structured organic reaction records. describe an organic reaction: reactants, conditions, products, and yield Yields the product C(=O)(OC)C1=CC=C(C=C1)CC(C)NCC(C1=CC(=C(C=C1)O)CO)O (N-[2-(4-carbomethoxyphenyl)-1-methylethyl]-2-hydroxy-2-(4-hydroxy-3-hydroxymethylphenyl)ethanamine). Reaction SMILES: [C:1]([C:5]1[CH:10]=[CH:9][C:8]([CH2:11][C:12](=O)[CH3:13])=[CH:7][CH:6]=1)([O:3][CH3:4])=[O:2].[OH:15][CH:16]([C:19]1[CH:24]=[CH:23][C:22]([OH:25])=[C:21]([CH2:26][OH:27])[CH:20]=1)[CH2:17][NH2:18]>C(O)C.[Pd].C(OCC)(=O)C>[C:1]([C:5]1[CH:10]=[CH:9][C:8]([CH2:11][CH:12]([NH:18][CH2:17][CH:16]([OH:15])[C:19]2[CH:24]=[CH:23][C:22]([OH:25])=[C:21]([CH2:26][OH:27])[CH:20]=2)[CH3:13])=[CH:7][CH:6]=1)([O:3][CH3:4])=[O:2]. Isolated yield 43.0%. Reported procedure: A solution of 1-(4-carbomethoxyphenyl)propan-2-one (70 g) and 2-hydroxy-2-(4-hydroxy-3-hydroxymethylphenyl)ethanamine (66.7 g) in ethanol (1750 cm3) was stirred under reflux for 4 hours. The solution was cooled and added to a suspension of 10% palladium on charcoal, (Johnson Matthey type 87L), (20 g) in ethanol (50 cm3) and the resulting mixture hydrogenated at 90 psi and 50°-55° for 18 hours. The mixture was filtered through a Claraid bed, the residue washed with ethanol (about 500 cm3) and the... Starting materials: C(=O)(OC)C1=CC=C(C=C1)CC(C)=O (1-(4-carbomethoxyphenyl)propan-2-one), OC(CN)C1=CC(=C(C=C1)O)CO (2-hydroxy-2-(4-hydroxy-3-hydroxymethylphenyl)ethanamine). Solvent: C(C)O (ethanol), C(C)O (ethanol), C(C)(=O)OCC (ethyl acetate). Reaction conditions: time 18 hour. The reagents and catalysts are [Pd] (palladium on charcoal).